Dataset: the Open Reaction Database (ORD), a public repository of structured organic reaction records. Task: describe an organic reaction: reactants, conditions, products, and yield Reactants: ice water, FC(C(C(=O)O)(C)O)(F)F (3,3,3-trifluoro-2-hydroxy-2-methylpropanoic acid), COC1=C(N)C=CC(=C1)S(=O)(=O)C1=CC=NC=C1 (2-Methoxy-4-(4-pyridylsulfonyl)aniline), S(=O)(Cl)Cl (thionyl chloride). Run in CN(C(C)=O)C (N,N-dimethylacetamide). Reaction conditions: time 1 hour. Yields the product FC(C(C(=O)NC1=C(C=C(C=C1)S(=O)(=O)C1=CC=NC=C1)OC)(C)O)(F)F (3,3,3-Trifluoro-2-hydroxy-N-[2-methoxy-4-(4-pyridylsulfonyl)phenyl]-2-methylpropanamide). Yield: 68.8%. RXN SMILES: [F:1][C:2]([F:10])([F:9])[C:3]([OH:8])([CH3:7])[C:4](O)=[O:5].S(Cl)(Cl)=O.[CH3:15][O:16][C:17]1[CH:23]=[C:22]([S:24]([C:27]2[CH:32]=[CH:31][N:30]=[CH:29][CH:28]=2)(=[O:26])=[O:25])[CH:21]=[CH:20][C:18]=1[NH2:19]>CN(C)C(=O)C>[F:1][C:2]([F:10])([F:9])[C:3]([OH:8])([CH3:7])[C:4]([NH:19][C:18]1[CH:20]=[CH:21][C:22]([S:24]([C:27]2[CH:32]=[CH:31][N:30]=[CH:29][CH:28]=2)(=[O:25])=[O:26])=[CH:23][C:17]=1[O:16][CH3:15])=[O:5]. Procedure details: To a stirred, cooled (-20° C.) solution of 3,3,3-trifluoro-2-hydroxy-2-methylpropanoic acid (1.35 g) in N,N-dimethylacetamide (20 mL) was rapidly added thionyl chloride (1.01 g) and the mixture (a precipitate formed after a few minutes) was stirred at -15° to -5° C. for 1 hour. 2-Methoxy-4-(4-pyridylsulfonyl)aniline (1.50 g) was then added in one portion and the mixture allowed to stir at room temperature overnight. The solution was poured into ice water (200 mL) and the resulting tan solid was ...